From a dataset of the Open Reaction Database (ORD), a public repository of structured organic reaction records. describe an organic reaction: reactants, conditions, products, and yield Starting materials: CC(C)(C)OC(=O)N1CCC(c2noc(=O)[nH]2)C1, ClCCl, O=C(O)C(F)(F)F, Sc1ccccc1. The product is O=c1[nH]c(C2CCNC2)no1. Reaction SMILES: [C:1]([O:2][C:3](=[O:4])[N:8]1[CH2:9][CH:10]([c:13]2[n:14][o:15][c:16](=[O:18])[nH:17]2)[CH2:11][CH2:12]1)([CH3:5])([CH3:6])[CH3:7].[Cl:19][CH2:20][Cl:21].[F:29][C:30]([F:31])([F:32])[C:33]([OH:34])=[O:35].[SH:22][c:23]1[cH:24][cH:25][cH:26][cH:27][cH:28]1>>[NH:8]1[CH2:9][CH:10]([c:13]2[n:14][o:15][c:16](=[O:18])[nH:17]2)[CH2:11][CH2:12]1. The reactants are CCOC(=O)c1cccc(OCC(N=[N+]=[N-])OCCO)c1, CCO, [Na+], [OH-]. Yields the product [N-]=[N+]=NC(COc1cccc(C(=O)O)c1)OCCO. As a reaction SMILES: [CH2:1]([CH3:2])[O:3][C:4]([c:5]1[cH:6][c:7]([O:11][CH2:12][CH:13]([O:14][CH2:15][CH2:16][OH:17])[N:18]=[N+:19]=[N-:20])[cH:8][cH:9][cH:10]1)=[O:21].[CH3:24][CH2:25][OH:26].[Na+:23].[OH-:22]>>[O:3]=[C:4]([c:5]1[cH:6][c:7]([O:11][CH2:12][CH:13]([O:14][CH2:15][CH2:16][OH:17])[N:18]=[N+:19]=[N-:20])[cH:8][cH:9][cH:10]1)[OH:21]. Reactants: COC(=O)C=1C(=CC=CC1)C1=CC=C(C=C1)C1=C(C(=NO1)C)NC(=O)OC(C)C1=C(C=CC=C1)Cl (4′-{4-[1-(2-chloro-phenyl)-ethoxycarbonylamino]-3-methyl-isoxazol-5-yl}-biphenyl-2-carboxylic acid methyl ester), [Li+].[OH-] (LiOH). The solvent is CO (methanol). Reaction conditions: time 8 hour. Yields the product ClC1=C(C=CC=C1)C(C)OC(=O)NC=1C(=NOC1C1=CC=C(C=C1)C=1C(=CC=CC1)C(=O)O)C (4′-{-4-[1-(2-Chloro-phenyl)-ethoxycarbonylamino]-3-methyl-isoxazol-5-yl}-biphenyl-2-carboxylic acid). RXN SMILES: C[O:2][C:3]([C:5]1[C:6]([C:11]2[CH:16]=[CH:15][C:14]([C:17]3[O:21][N:20]=[C:19]([CH3:22])[C:18]=3[NH:23][C:24]([O:26][CH:27]([C:29]3[CH:34]=[CH:33][CH:32]=[CH:31][C:30]=3[Cl:35])[CH3:28])=[O:25])=[CH:13][CH:12]=2)=[CH:7][CH:8]=[CH:9][CH:10]=1)=[O:4].[Li+].[OH-]>CO>[Cl:35][C:30]1[CH:31]=[CH:32][CH:33]=[CH:34][C:29]=1[CH:27]([O:26][C:24]([NH:23][C:18]1[C:19]([CH3:22])=[N:20][O:21][C:17]=1[C:14]1[CH:15]=[CH:16][C:11]([C:6]2[C:5]([C:3]([OH:4])=[O:2])=[CH:10][CH:9]=[CH:8][CH:7]=2)=[CH:12][CH:13]=1)=[O:25])[CH3:28] |f:1.2|. Procedure details: To 4′-{4-[1-(2-chloro-phenyl)-ethoxycarbonylamino]-3-methyl-isoxazol-5-yl}-biphenyl-2-carboxylic acid methyl ester (0.21 mmol) in methanol was added 1N aqueous LiOH (2 mL) and stirred overnight at room temperature. The solution was stirred at 40° C. for 3 days. The mixture was purified by preparative HPLC to give the title compound. Starting materials: BrCC1=CC2=C(OC(=C2)S(N)(=O)=O)C=C1 (5-bromomethyl-2-sulfamoylbenzo[b]furan), C(C)(=O)[O-].[Na+] (sodium acetate), C(C)(=O)O (acetic acid). Run in C(C)N(CC)CC (triethylamine). Yields the product C(C)(=O)OCC1=CC2=C(OC(=C2)S(N)(=O)=O)C=C1 (5-Acetoxymethyl-2-sulfamoylbenzo[b]furan). Reaction SMILES: Br[CH2:2][C:3]1[CH:15]=[CH:14][C:6]2[O:7][C:8]([S:10](=[O:13])(=[O:12])[NH2:11])=[CH:9][C:5]=2[CH:4]=1.[C:16]([O-:19])(=[O:18])[CH3:17].[Na+].C(O)(=O)C>C(N(CC)CC)C>[C:16]([O:19][CH2:2][C:3]1[CH:15]=[CH:14][C:6]2[O:7][C:8]([S:10](=[O:13])(=[O:12])[NH2:11])=[CH:9][C:5]=2[CH:4]=1)(=[O:18])[CH3:17] |f:1.2|. Procedure: A mixture of 5-bromomethyl-2-sulfamoylbenzo[b]furan, anhydrous sodium acetate and glacial acetic acid (15 ml) is treated with a little triethylamine and the mixture is heated to provide the title compound.